This data is from the Open Reaction Database (ORD), a public repository of structured organic reaction records. The task is: describe an organic reaction: reactants, conditions, products, and yield The reactants are C(C)OC1=C(C=CC=C1)C(C#N)CCCCC (2-(2-ethoxyphenyl)heptanenitrile), CCOCC (ether), [H-].[Na+] (NaH), product, C(Br)Br (CH2Br2). Run in CN(C=O)C (DMF), O (water), CN(C=O)C (DMF), CN(C=O)C (DMF). The product is BrCC(CCCCC)(C1=C(C=CC=C1)OCC)C#N (1-bromo-2-cyano-2-(2-ethoxyphenyl)heptane). Yield: 97.2%. RXN SMILES: [H-].[Na+].[CH2:3]([O:5][C:6]1[CH:11]=[CH:10][CH:9]=[CH:8][C:7]=1[CH:12]([CH2:15][CH2:16][CH2:17][CH2:18][CH3:19])[C:13]#[N:14])[CH3:4].[CH2:20](Br)[Br:21].CCOCC>CN(C)C=O.O>[Br:21][CH2:20][C:12]([C:13]#[N:14])([C:7]1[CH:8]=[CH:9][CH:10]=[CH:11][C:6]=1[O:5][CH2:3][CH3:4])[CH2:15][CH2:16][CH2:17][CH2:18][CH3:19] |f:0.1|. Procedure: A 200 ml three-neck flask fitted with a reflux condenser, nitrogen inlet, thermometer and addition funnel was charged with 1.8 grams (0.045 moles, 1.28 ec.) of 60% NaH, washed 2×40 ml of hexane, in 30 ml of dimethyl formamide (DMF). While stirring at room temperature, 1.41 grams of 35% KH (with removal of the mineral oil before washing with hexane, assumed 100% KH, 0.035 moles, 1.0 ec.) in 20 ml of DMF was added. To the reaction was added 8.10 grams (0.0350 moles, 1.0 ec.) of 2-(2-ethoxyphenyl)h...